This data is from the Open Reaction Database (ORD), a public repository of structured organic reaction records. The task is: describe an organic reaction: reactants, conditions, products, and yield Starting materials: C(C)(C)(C)C1=CC=C(C=C1)S(=O)(=O)NC1=NC=NC(=C1C1=CC=C(C=C1)C)OCCOC1=CC=C(C=C1)OCC1=CC=CC=C1 (4-tert-butyl-N-{6-[2-(4-benzyloxyphenoxy)ethoxy]-5-(4-methylphenyl)pyrimidin-4-yl}benzensulfonamide). The reagents and catalysts are [C].[Pd] (palladium-carbon). Run in C(C)O.O1CCCC1 (ethanol tetrahydrofuran). The product is C(C)(C)(C)C1=CC=C(C=C1)S(=O)(=O)NC1=NC=NC(=C1C1=CC=C(C=C1)C)OCCOC1=CC=C(C=C1)O (4-tert-butyl-N-{6-[2-(4-hydroxyphenoxy)ethoxy]-5-(4-methylphenyl)pyrimidin-4-yl}benzenesulfonamide). Yield: 97.9%. Reaction SMILES: [C:1]([C:5]1[CH:10]=[CH:9][C:8]([S:11]([NH:14][C:15]2[C:20]([C:21]3[CH:26]=[CH:25][C:24]([CH3:27])=[CH:23][CH:22]=3)=[C:19]([O:28][CH2:29][CH2:30][O:31][C:32]3[CH:37]=[CH:36][C:35]([O:38]CC4C=CC=CC=4)=[CH:34][CH:33]=3)[N:18]=[CH:17][N:16]=2)(=[O:13])=[O:12])=[CH:7][CH:6]=1)([CH3:4])([CH3:3])[CH3:2]>[C].[Pd].C(O)C.O1CCCC1>[C:1]([C:5]1[CH:10]=[CH:9][C:8]([S:11]([NH:14][C:15]2[C:20]([C:21]3[CH:26]=[CH:25][C:24]([CH3:27])=[CH:23][CH:22]=3)=[C:19]([O:28][CH2:29][CH2:30][O:31][C:32]3[CH:33]=[CH:34][C:35]([OH:38])=[CH:36][CH:37]=3)[N:18]=[CH:17][N:16]=2)(=[O:13])=[O:12])=[CH:7][CH:6]=1)([CH3:4])([CH3:2])[CH3:3] |f:1.2,3.4|. Reported procedure: A mixture of 4-tert-butyl-N-{6-[2-(4-benzyloxyphenoxy)ethoxy]-5-(4-methylphenyl)pyrimidin-4-yl}benzensulfonamide (3.95 g), 10% palladium-carbon (1.5 g) and ethanol-tetrahydrofuran (80 ml-80 ml) is subjected to catalytic hydrogenation at room temperature under hydrogen atmosphere (1 atm) for 24 hours. The catalyst is removed by filtration, and the filtrate is concentrated. The residue is crystallized from ethyl acetate/diisopropyl ether to give 4-tert-butyl-N-{6-[2-(4-hydroxyphenoxy)ethoxy]-5-(4-... The reactants are CCO, N#Cc1cccc(Cl)c1, Cl, NO, [Na+], [OH-], O. Yields the product NC(=NO)c1cccc(Cl)c1. Reaction SMILES: [CH3:15][CH2:16][OH:17].[Cl:1][c:2]1[cH:3][c:4]([C:5]#[N:6])[cH:7][cH:8][cH:9]1.[ClH:10].[NH2:11][OH:12].[Na+:14].[OH-:13].[OH2:18]>>[Cl:1][c:2]1[cH:3][c:4]([C:5]([NH2:6])=[N:11][OH:12])[cH:7][cH:8][cH:9]1. Reactants: CCCCCCCCCCc1cnc(-c2ccc(O)c(F)c2)nc1, CCCC(F)CCO. The product is CCCCCCCCCCc1cnc(-c2ccc(OCCC(F)CCC)c(F)c2)nc1. Reaction SMILES: [CH2:1]([CH2:2][CH2:3][CH2:4][CH2:5][CH2:6][CH2:7][CH2:8][CH2:9][CH3:10])[c:11]1[cH:12][n:13][c:14](-[c:17]2[cH:18][c:19]([F:24])[c:20]([OH:23])[cH:21][cH:22]2)[n:15][cH:16]1.[F:25][CH:26]([CH2:27][CH2:28][OH:29])[CH2:30][CH2:31][CH3:32]>>[CH2:1]([CH2:2][CH2:3][CH2:4][CH2:5][CH2:6][CH2:7][CH2:8][CH2:9][CH3:10])[c:11]1[cH:12][n:13][c:14](-[c:17]2[cH:18][c:19]([F:24])[c:20]([O:23][CH2:28][CH2:27][CH:26]([F:25])[CH2:30][CH2:31][CH3:32])[cH:21][cH:22]2)[n:15][cH:16]1. The reactants are CC(C)(C)OC(=O)C=Cc1ccc(C(=C2CCCCC2)c2ccc(O)cc2)c(F)c1, ClCCl, O=C(O)C(F)(F)F. Product: O=C(O)C=Cc1ccc(C(=C2CCCCC2)c2ccc(O)cc2)c(F)c1. As a reaction SMILES: [C:8]1(=[C:14]([c:15]2[c:16]([F:30])[cH:17][c:18]([CH:21]=[CH:22][C:23](=[O:24])[O:25][C:26]([CH3:27])([CH3:28])[CH3:29])[cH:19][cH:20]2)[c:31]2[cH:32][cH:33][c:34]([OH:37])[cH:35][cH:36]2)[CH2:9][CH2:10][CH2:11][CH2:12][CH2:13]1.[Cl:38][CH2:39][Cl:40].[OH:1][C:2]([C:3]([F:4])([F:5])[F:6])=[O:7]>>[C:8]1(=[C:14]([c:15]2[c:16]([F:30])[cH:17][c:18]([CH:21]=[CH:22][C:23](=[O:24])[OH:25])[cH:19][cH:20]2)[c:31]2[cH:32][cH:33][c:34]([OH:37])[cH:35][cH:36]2)[CH2:9][CH2:10][CH2:11][CH2:12][CH2:13]1. The reactants are C1CCC2=NCCCN2CC1, COCCOC, CCCCCOCC(=O)CP(=O)(OC)OC, O=Cc1ccc(Cc2ncc[nH]2)cc1. Yields the product CCCCCOCC(=O)C=Cc1ccc(Cc2ncc[nH]2)cc1. RXN SMILES: [CH2:31]1[CH2:32][CH2:33][C:34]2=[N:39][CH2:38][CH2:37][CH2:36][N:35]2[CH2:40][CH2:41]1.[CH2:42]([CH2:43][O:44][CH3:45])[O:46][CH3:47].[O:1]=[C:2]([CH2:3][P:4]([O:5][CH3:6])(=[O:7])[O:8][CH3:9])[CH2:10][O:11][CH2:12][CH2:13][CH2:14][CH2:15][CH3:16].[nH:17]1[c:18]([CH2:22][c:23]2[cH:24][cH:25][c:26]([CH:27]=[O:28])[cH:29][cH:30]2)[n:19][cH:20][cH:21]1>>[O:1]=[C:2]([CH:3]=[CH:27][c:26]1[cH:25][cH:24][c:23]([CH2:22][c:18]2[n:17][cH:21][cH:20][nH:19]2)[cH:30][cH:29]1)[CH2:10][O:11][CH2:12][CH2:13][CH2:14][CH2:15][CH3:16].